From a dataset of the Open Reaction Database (ORD), a public repository of structured organic reaction records. describe an organic reaction: reactants, conditions, products, and yield Reactants: OC1=C(C2=C(C(C=C(O2)C2=CC=C(C(=O)O)C=C2)=O)C=C1)CCC (4-(7-hydroxy-4-oxo-8-propyl-4H-1-benzopyran-2-yl)benzoic acid), Cl (hydrogen chloride), C(C)O (ethanol). Run in C(C)(=O)OCC (ethyl acetate). Product: OC1=C(C2=C(C(C=C(O2)C2=CC=C(C(=O)OCC)C=C2)=O)C=C1)CCC (ethyl 4-(7-hydroxy-4-oxo-8-propyl-4H-1-benzopyran-2-yl)benzoate). RXN SMILES: [OH:1][C:2]1[CH:21]=[CH:20][C:5]2[C:6](=[O:19])[CH:7]=[C:8]([C:10]3[CH:18]=[CH:17][C:13]([C:14]([OH:16])=[O:15])=[CH:12][CH:11]=3)[O:9][C:4]=2[C:3]=1[CH2:22][CH2:23][CH3:24].Cl.[CH2:26](O)[CH3:27]>C(OCC)(=O)C>[OH:1][C:2]1[CH:21]=[CH:20][C:5]2[C:6](=[O:19])[CH:7]=[C:8]([C:10]3[CH:18]=[CH:17][C:13]([C:14]([O:16][CH2:26][CH3:27])=[O:15])=[CH:12][CH:11]=3)[O:9][C:4]=2[C:3]=1[CH2:22][CH2:23][CH3:24]. Procedure: The solid acid product of step (a) (5.0g) was suspended in dry ethanol and the mixture saturated with hydrogen chloride, following which dissolution of the solid occurred. The solution was refluxed for 1 hour and evaporated to dryness. The solid obtained was dissolved in ethyl acetate, washed with sodium hydrogen carbonate solution and water, dried over magnesium sulphate, filtered and evaporated to leave a pink solid. The solid was recrystallised from aqueous ethanol to give 3.5g of ethyl 4-(7-... Reactants: O (water), NC1=NC(=CC=C1[N+](=O)[O-])Cl (2-amino-6-chloro-3-nitropyridine), Cl.Cl.FC1=CC=C(C=C1)C(CCCN1CCNCC1)=O (1-(4-fluorophenyl)-4-(1-piperazinyl)-1-butanone dihydrochloride), C([O-])([O-])=O.[K+].[K+] (potassium carbonate). Run in C(CC)O (n-propanol). Run at time 10 minute. Yields the product FC1=CC=C(C=C1)C(CCCN1CCN(CC1)C1=CC=C(C(=N1)N)N)=O (1-(4-fluorophenyl)-4-[4-(2,3-diaminopyridin-6-yl)-1-piperazinyl]-1-butanone). RXN SMILES: [NH2:1][C:2]1[C:7]([N+:8]([O-])=O)=[CH:6][CH:5]=[C:4](Cl)[N:3]=1.Cl.Cl.[F:14][C:15]1[CH:20]=[CH:19][C:18]([C:21](=[O:31])[CH2:22][CH2:23][CH2:24][N:25]2[CH2:30][CH2:29][NH:28][CH2:27][CH2:26]2)=[CH:17][CH:16]=1.C(=O)([O-])[O-].[K+].[K+].O>C(O)CC>[F:14][C:15]1[CH:20]=[CH:19][C:18]([C:21](=[O:31])[CH2:22][CH2:23][CH2:24][N:25]2[CH2:26][CH2:27][N:28]([C:4]3[N:3]=[C:2]([NH2:1])[C:7]([NH2:8])=[CH:6][CH:5]=3)[CH2:29][CH2:30]2)=[CH:17][CH:16]=1 |f:1.2.3,4.5.6|. Reported procedure: 6 g 2-amino-6-chloro-3-nitropyridine, 12.6 g 1-(4-fluorophenyl)-4-(1-piperazinyl)-1-butanone dihydrochloride and 20 g potassium carbonate in 120 ml n-propanol are stirred under reflux for 21/2 hours. The mixture is then treated with 400 ml water, stirred for further 10 minutes and cooled in ice bath. The resulting precipitate is filtered off, washed with water, dissolved in methylene chloride, dried over sodium sulphate and evaporated. The resulting 1-(4-fluorophenyl)-4-[4-(2-amino-3-nitro-pyrid... Procedure details: Combine 312 g (2.99 mole) of malonic acid, 506 mL of pyridine, 30 mL of piperidine and 300 g (1.49 mole) of p-methylsulfonyl-benzaldehyde and heat the mixture to 95°-100° C. for 4 h. Cool the mixture to room temperature and slowly pour into 3 L of a mixture of HCl, water and ice. Collect the resulting precipitate by filtration and dry the solid to give 340 g (83% yield) of the E-cinnamic acid derivative, m.p.=294°-296° C. 1H NMR (DMSO-d6, ppm): 7.96 (s, 4H); 7.78 (d, J=16 Hz, 1H); 6.71 (d, J=16 ... Product: C(\C=C\C1=CC=CC=C1)(=O)O (E-cinnamic acid). As a reaction SMILES: [C:1]([OH:7])(=[O:6])[CH2:2][C:3](O)=O.N1CCCCC1.CS([C:18]1[CH:25]=[CH:24][C:21](C=O)=[CH:20][CH:19]=1)(=O)=O.Cl>O.N1C=CC=CC=1>[C:1]([OH:7])(=[O:6])/[CH:2]=[CH:3]/[C:18]1[CH:25]=[CH:24][CH:21]=[CH:20][CH:19]=1. The solvent is O (water), N1=CC=CC=C1 (pyridine). The yield is 154.0%. The reactants are mixture, Cl (HCl), C(CC(=O)O)(=O)O (malonic acid), N1CCCCC1 (piperidine), CS(=O)(=O)C1=CC=C(C=O)C=C1 (p-methylsulfonyl-benzaldehyde). Reactants: C(C)(C)(C)OC(=O)N[C@H](C(=O)[O-])CC1=NC=CC=C1 ((S)-2-(tert-butoxycarbonylamino)-3-(pyridin-2-yl)propanoate), [H-].[H-].[H-].[H-].[Li+].[Al+3] (LAH). The solvent is C1CCOC1 (THF). Conditions: temperature 0 celsius, time 30 minute. The product is CN[C@H](CO)CC1=NC=CC=C1 ((S)-2-(methylamino)-3-(pyridin-2-yl)propan-1-ol). Isolated yield 77.5%. Reaction SMILES: C(O[C:6]([NH:8][C@@H:9]([CH2:13][C:14]1[CH:19]=[CH:18][CH:17]=[CH:16][N:15]=1)[C:10]([O-])=[O:11])=O)(C)(C)C.[H-].[H-].[H-].[H-].[Li+].[Al+3]>C1COCC1>[CH3:6][NH:8][C@@H:9]([CH2:13][C:14]1[CH:19]=[CH:18][CH:17]=[CH:16][N:15]=1)[CH2:10][OH:11] |f:1.2.3.4.5.6|. Procedure details: To a solution of (S)-2-(tert-butoxycarbonylamino)-3-(pyridin-2-yl)propanoate (1.05 g, 3.96 mmol) in THF (20 mL) was added LAH (2 M in THF, 4.0 mL, 8.0 mmol) at 0° C. The resulting solution was stirred at 0° C. for 30 min and heated to reflux for 2 h. The reaction mixture was cooled and quenched with water (0.32 mL), NaOH (3 N, 0.32 mL), and water (0.96 mL). The resulting suspension was stirred at RT for 30 min. The mixture was filtered and the filtrate was concentrate to give (S)-2-(methylamino)... Reactants: FC=1C=C(C(=C(C(=O)OC)C1)OCCOC)OCCOC (methyl 5-fluoro-2,3-bis{[2-(methyloxy)ethyl]oxy}benzoate), [H-].[Al+3].[Li+].[H-].[H-].[H-] (lithium aluminum hydride), O1CCCC1 (tetrahydrofuran). Run at time 1 hour. Yields the product FC=1C=C(C(=C(C1)CO)OCCOC)OCCOC ((5-fluoro-2,3-bis{[2-(methyloxy)ethyl]oxy}phenyl)methanol). The yield is 97.3%. As a reaction SMILES: [F:1][C:2]1[CH:3]=[C:4]([O:17][CH2:18][CH2:19][O:20][CH3:21])[C:5]([O:12][CH2:13][CH2:14][O:15][CH3:16])=[C:6]([CH:11]=1)[C:7](OC)=[O:8].[H-].[Al+3].[Li+].[H-].[H-].[H-].O1CCCC1>>[F:1][C:2]1[CH:3]=[C:4]([O:17][CH2:18][CH2:19][O:20][CH3:21])[C:5]([O:12][CH2:13][CH2:14][O:15][CH3:16])=[C:6]([CH2:7][OH:8])[CH:11]=1 |f:1.2.3.4.5.6|. Procedure: To a solution of methyl 5-fluoro-2,3-bis{[2-(methyloxy)ethyl]oxy}benzoate (0.34 g, 1.13 mmol) at 0° C. was added a solution of lithium aluminum hydride in tetrahydrofuran (1M, 1.2 mL, 1.2 mmol) and the resulting mixture was stirred for one hour. It was then quenched with ethyl acetate (1 mL) and 5% sodium hydroxide solution (1 mL), diluted with ether (100 mL), and filtered. The filtrate was washed water and brine (100 mL each), dried over sodium sulfate, filtered and concentrated to give (5-fluo...